From a dataset of the Open Reaction Database (ORD), a public repository of structured organic reaction records. describe an organic reaction: reactants, conditions, products, and yield As a reaction SMILES: [CH2:27]1[O:28][CH2:29][CH2:30][CH2:31]1.[CH3:1][O:2][CH2:3][CH2:4][CH2:5][CH2:6][N:7]1[C:8](=[O:22])[C:9]([CH3:20])([CH3:21])[c:10]2[cH:11][cH:12][c:13]([C:16](=[O:17])[O:18][CH3:19])[cH:14][c:15]21.[CH3:25][OH:26].[Na+:24].[OH-:23]>>[CH3:1][O:2][CH2:3][CH2:4][CH2:5][CH2:6][N:7]1[C:8](=[O:22])[C:9]([CH3:20])([CH3:21])[c:10]2[cH:11][cH:12][c:13]([C:16](=[O:17])[OH:18])[cH:14][c:15]21. The product is COCCCCN1C(=O)C(C)(C)c2ccc(C(=O)O)cc21. Starting materials: C1CCOC1, COCCCCN1C(=O)C(C)(C)c2ccc(C(=O)OC)cc21, CO, [Na+], [OH-]. Reactants: ClC1=NC(=CC(=C1)I)Cl (2,6-dichloro-4-iodopyridine), N[C@@H]1CC[C@H](CC1)O (trans 4-aminocyclohexanol), CN(C=O)C.O1CCOCC1 (N,N-dimethylformamide 1,4-dioxane). Solvent: C(C)(=O)OCC (Ethyl acetate). Conditions: temperature 200 celsius. The product is ClC1=CC(=CC(=N1)N[C@@H]1CC[C@H](CC1)O)I (Trans 4-(6-chloro-4-iodopyridin-2-ylamino)cyclohexanol). Reaction SMILES: Cl[C:2]1[CH:7]=[C:6]([I:8])[CH:5]=[C:4]([Cl:9])[N:3]=1.[NH2:10][C@H:11]1[CH2:16][CH2:15][C@H:14]([OH:17])[CH2:13][CH2:12]1.CN(C)C=O.O1CCOCC1>C(OCC)(=O)C>[Cl:9][C:4]1[N:3]=[C:2]([NH:10][C@H:11]2[CH2:16][CH2:15][C@H:14]([OH:17])[CH2:13][CH2:12]2)[CH:7]=[C:6]([I:8])[CH:5]=1 |f:2.3|. Procedure details: A suspension of 2,6-dichloro-4-iodopyridine (6 g, 21.9 mmol) and trans 4-aminocyclohexanol (5.05 g, 43.8 mmol) in 15 mL of a 1:4 mixture of N,N-dimethylformamide/1,4-dioxane was heated in a Biotage Initiator microwave at 200° C. for 55 min. Ethyl acetate (150 mL) was added and the mixture washed with water (100 mL) and brine (50 mL). The organics were concentrated and the residue purified by flash chromatography on silica gel eluting with 60% ethyl acetate in hexanes to provide the title compoun... As a reaction SMILES: [Br:1][c:2]1[cH:3][cH:4][n:5][c:6]2[cH:7][cH:8][c:9]([C:12]#[N:13])[cH:10][c:11]12.[CH3:29][c:30]1[cH:31][cH:32][cH:33][cH:34][cH:35]1.[CH:14](=[CH2:15])[Sn:16]([CH2:17][CH2:18][CH2:19][CH3:20])([CH2:21][CH2:22][CH2:23][CH3:24])[CH2:25][CH2:26][CH2:27][CH3:28].[Pd:36].[c:37]1([P:38]([c:39]2[cH:40][cH:41][cH:42][cH:43][cH:44]2)[c:45]2[cH:46][cH:47][cH:48][cH:49][cH:50]2)[cH:51][cH:52][cH:53][cH:54][cH:55]1.[c:56]1([P:57]([c:58]2[cH:59][cH:60][cH:61][cH:62][cH:63]2)[c:64]2[cH:65][cH:66][cH:67][cH:68][cH:69]2)[cH:70][cH:71][cH:72][cH:73][cH:74]1.[c:75]1([P:76]([c:77]2[cH:78][cH:79][cH:80][cH:81][cH:82]2)[c:83]2[cH:84][cH:85][cH:86][cH:87][cH:88]2)[cH:89][cH:90][cH:91][cH:92][cH:93]1.[c:94]1([P:95]([c:96]2[cH:97][cH:98][cH:99][cH:100][cH:101]2)[c:102]2[cH:103][cH:104][cH:105][cH:106][cH:107]2)[cH:108][cH:109][cH:110][cH:111][cH:112]1>>[c:2]1([CH:14]=[CH2:15])[cH:3][cH:4][n:5][c:6]2[cH:7][cH:8][c:9]([C:12]#[N:13])[cH:10][c:11]12. Reactants: N#Cc1ccc2nccc(Br)c2c1, Cc1ccccc1, C=C[Sn](CCCC)(CCCC)CCCC, [Pd], c1ccc(P(c2ccccc2)c2ccccc2)cc1, c1ccc(P(c2ccccc2)c2ccccc2)cc1, c1ccc(P(c2ccccc2)c2ccccc2)cc1, c1ccc(P(c2ccccc2)c2ccccc2)cc1. The product is C=Cc1ccnc2ccc(C#N)cc12. Starting materials: [NH4+].[Cl-] (NH4Cl), FC(CO)(F)F (2,2,2-trifluorethanol), C([O-])([O-])=O.[Cs+].[Cs+] (cesium carbonate), COC(=O)C1=NC=C(N=C1N)Cl (3-amino-5-chloro-pyrazine-2-carboxylic acid methyl ester). Reaction conditions: time 20 minute. Product: COC(=O)C1=NC=C(N=C1N)OCC(F)(F)F (3-Amino-5-(2,2,2-trifluoro-ethoxy)-pyrazine-2-carboxylic acid methyl ester). Reaction SMILES: [F:1][C:2]([F:6])([F:5])[CH2:3][OH:4].C(=O)([O-])[O-].[Cs+].[Cs+].[CH3:13][O:14][C:15]([C:17]1[C:22]([NH2:23])=[N:21][C:20](Cl)=[CH:19][N:18]=1)=[O:16].[NH4+].[Cl-]>>[CH3:13][O:14][C:15]([C:17]1[C:22]([NH2:23])=[N:21][C:20]([O:4][CH2:3][C:2]([F:6])([F:5])[F:1])=[CH:19][N:18]=1)=[O:16] |f:1.2.3,5.6|. Procedure details: A mixture of 2,2,2-trifluorethanol (6.9 ml, 96 mmol) and cesium carbonate (1.56 g, 4.8 mmol) was stirred for 20 min, 3-amino-5-chloro-pyrazine-2-carboxylic acid methyl ester (600 mg, 3.2 mmol; GB 1248146) was added and the mixture was stirred at rt for 42 h. To complete the reaction the mixture was heated to reflux for another 3 h. Saturated aq. NH4Cl was added and the mixture was extracted with EtOAc, the combined organic layers were washed with saturated aq. sodium chloride, dried with Na2SO4 ... The reactants are C(C)(=O)SCCC1=C(NC2=CC=CC=C12)C(=O)OC (methyl 3-[2-(acetylthio)ethyl]-1H-indole-2-carboxylate), C1(=CC=CC=C1)B(O)O (phenylboronic acid), N1=CC=CC=C1 (pyridine). The reagents and catalysts are C(C)(=O)[O-].[Cu+2].C(C)(=O)[O-] (copper(II)acetate). Run in ClCCl (dichloromethane). Reaction conditions: time 2 day. Yields the product C(C)(=O)SCCC1=C(N(C2=CC=CC=C12)C1=CC=CC=C1)C(=O)OC (3-(2-acetylthioethyl)-1-phenyl-1H-indole-2-carboxylic acid, methyl ester). Yield: 32.8%. Reaction SMILES: [C:1]([S:4][CH2:5][CH2:6][C:7]1[C:15]2[C:10](=[CH:11][CH:12]=[CH:13][CH:14]=2)[NH:9][C:8]=1[C:16]([O:18][CH3:19])=[O:17])(=[O:3])[CH3:2].[C:20]1(B(O)O)[CH:25]=[CH:24][CH:23]=[CH:22][CH:21]=1.N1C=CC=CC=1>ClCCl.C([O-])(=O)C.[Cu+2].C([O-])(=O)C>[C:1]([S:4][CH2:5][CH2:6][C:7]1[C:15]2[C:10](=[CH:11][CH:12]=[CH:13][CH:14]=2)[N:9]([C:20]2[CH:25]=[CH:24][CH:23]=[CH:22][CH:21]=2)[C:8]=1[C:16]([O:18][CH3:19])=[O:17])(=[O:3])[CH3:2] |f:4.5.6|. Procedure: To a solution of methyl 3-[2-(acetylthio)ethyl]-1H-indole-2-carboxylate (0.364 g, 1.31 mmol), phenylboronic acid (0.239 g, 1.97 mmol), and copper(II)acetate (0.237 g, 1.31 mmol) in dichloromethane (10 mL) was added pyridine (0.91 mL, 6.55 mmol), and the mixture was stirred at room temperature for 2 days. The reaction mixture was passed through a column of silica gel (EtOAc/hexanes, 1:9) to afford 3-(2-acetylthioethyl)-1-phenyl-1H-indole-2-carboxylic acid, methyl ester (0.153 g, 0.43 mmol, 33%) a... Reactants: N1=CC=CC=C1 (pyridine), Cl.CN(CCCN=C=NCC)C (N-[3-(dimethylamino)propyl]-N′-ethylcarbodiimide hydrochloride), NC1=C(C=CC=C1)O (2-aminophenol), N1(CCOCC1)C=1N=C(NC(C1)=O)CC(=O)[O-].[Na+] (sodium [4-(morpholin-4-yl)-6-oxo-1,6-dihydropyrimidin-2-yl]acetate). Solvent: CN(C=O)C (dimethylformamide). Conditions: time 8 hour. Product: OC1=C(C=CC=C1)NC(CC=1NC(C=C(N1)N1CCOCC1)=O)=O (N-(2-hydroxyphenyl)-2-[4-(morpholin-4-yl)-6-oxo-1,6-dihydropyrimidin-2-yl]acetamide). Isolated yield 58.5%. Reaction SMILES: N1C=CC=CC=1.Cl.CN(C)CCCN=C=NCC.[NH2:19][C:20]1[CH:25]=[CH:24][CH:23]=[CH:22][C:21]=1[OH:26].[N:27]1([C:33]2[N:34]=[C:35]([CH2:40][C:41]([O-])=[O:42])[NH:36][C:37](=[O:39])[CH:38]=2)[CH2:32][CH2:31][O:30][CH2:29][CH2:28]1.[Na+]>CN(C)C=O>[OH:26][C:21]1[CH:22]=[CH:23][CH:24]=[CH:25][C:20]=1[NH:19][C:41](=[O:42])[CH2:40][C:35]1[NH:36][C:37](=[O:39])[CH:38]=[C:33]([N:27]2[CH2:32][CH2:31][O:30][CH2:29][CH2:28]2)[N:34]=1 |f:1.2,4.5|. Reported procedure: 4 ml of pyridine, 550 mg of N-[3-(dimethylamino)propyl]-N′-ethylcarbodiimide hydrochloride and 700 mg of 2-aminophenol are added to a solution of 500 mg of sodium [4-(morpholin-4-yl)-6-oxo-1,6-dihydropyrimidin-2-yl]acetate in 4 ml of dimethylformamide. The reaction mixture is stirred at ambient temperature overnight, and is then concentrated under reduced pressure. Water and ethyl acetate are added and the resulting mixture is thus stirred for 30 minutes. The precipitate formed is filtered off, ...